Dataset: the Open Reaction Database (ORD), a public repository of structured organic reaction records. Task: describe an organic reaction: reactants, conditions, products, and yield Reactants: BrB(Br)Br, COC(=O)CCCCc1nc(-c2ccccc2OC)c(C)o1, ClCCl. Product: COC(=O)CCCCc1nc(-c2ccccc2O)c(C)o1. As a reaction SMILES: [B:23]([Br:24])([Br:25])[Br:26].[CH3:1][O:2][C:3]([CH2:4][CH2:5][CH2:6][CH2:7][c:8]1[o:9][c:10]([CH3:21])[c:11](-[c:13]2[c:14]([O:19][CH3:20])[cH:15][cH:16][cH:17][cH:18]2)[n:12]1)=[O:22].[Cl:27][CH2:28][Cl:29]>>[CH3:1][O:2][C:3]([CH2:4][CH2:5][CH2:6][CH2:7][c:8]1[o:9][c:10]([CH3:21])[c:11](-[c:13]2[c:14]([OH:19])[cH:15][cH:16][cH:17][cH:18]2)[n:12]1)=[O:22]. The product is O=C1c2ccccc2C(=O)N1CCc1ccccc1C=C[N+](=O)[O-]. Starting materials: O=Cc1ccccc1CCN1C(=O)c2ccccc2C1=O, CCCCN, CC(=O)O, CO, COC(OC)OC, C[N+](=O)[O-]. As a reaction SMILES: [C:1]1(=[O:21])[c:2]2[c:3]([cH:17][cH:18][cH:19][cH:20]2)[C:4](=[O:16])[N:5]1[CH2:6][CH2:7][c:8]1[c:9]([CH:10]=[O:11])[cH:12][cH:13][cH:14][cH:15]1.[CH2:30]([NH2:31])[CH2:32][CH2:33][CH3:34].[CH3:26][C:27](=[O:28])[OH:29].[CH3:42][OH:43].[CH:35]([O:36][CH3:37])([O:38][CH3:39])[O:40][CH3:41].[N+:22](=[O:23])([O-:24])[CH3:25]>>[C:1]1(=[O:21])[c:2]2[c:3]([cH:17][cH:18][cH:19][cH:20]2)[C:4](=[O:16])[N:5]1[CH2:6][CH2:7][c:8]1[c:9]([CH:10]=[CH:25][N+:22](=[O:23])[O-:24])[cH:12][cH:13][cH:14][cH:15]1.